From a dataset of the Open Reaction Database (ORD), a public repository of structured organic reaction records. describe an organic reaction: reactants, conditions, products, and yield Starting materials: C(C)(C)(C)OC(=O)N1CC2=CC=C(C=C2C1)I (5-iodo-1,3-dihydro-isoindole-2-carboxylic acid tert-butyl ester), C([O-])([O-])=O.[K+].[K+] (potassium carbonate), N[C@H]1[C@@H](CCCC1)N (trans-1,2-diaminocyclohexane), N1C(CCC1)=O (2-pyrrolidone). Reagents/catalysts: [Cu]I (copper(I) iodide). Solvent: O1CCOCC1 (dioxane). Conditions: temperature 140 celsius, time 16 hour. Yields the product C(C)(C)(C)OC(=O)N1CC2=CC=C(C=C2C1)N1C(CCC1)=O (5-(2-Oxo-pyrrolidin-1-yl)-1,3-dihydro-isoindole-2-carboxylic acid tert-butyl ester). Reaction SMILES: [C:1]([O:5][C:6]([N:8]1[CH2:16][C:15]2[C:10](=[CH:11][CH:12]=[C:13](I)[CH:14]=2)[CH2:9]1)=[O:7])([CH3:4])([CH3:3])[CH3:2].C(=O)([O-])[O-].[K+].[K+].N[C@@H]1CCCC[C@H]1N.[NH:32]1[CH2:36][CH2:35][CH2:34][C:33]1=[O:37]>O1CCOCC1.[Cu]I>[C:1]([O:5][C:6]([N:8]1[CH2:16][C:15]2[C:10](=[CH:11][CH:12]=[C:13]([N:32]3[CH2:36][CH2:35][CH2:34][C:33]3=[O:37])[CH:14]=2)[CH2:9]1)=[O:7])([CH3:4])([CH3:3])[CH3:2] |f:1.2.3|. Reported procedure: Lit. J. Am. Chem. Soc. 2001, 123, 7727-7729. To a stirred suspension of 0.58 mmol 5-iodo-1,3-dihydro-isoindole-2-carboxylic acid tert-butyl ester (Example A38(b)) in 4 ml dioxane were added 0.12 mmol copper(I) iodide, 1.74 mmol potassium carbonate, 0.17 mmol trans-1,2-diaminocyclohexane and 2.90 mmol 2-pyrrolidone and the reaction mixture was stirred at 140° C. for 16 h. The mixture was then cooled to room temperature, filtered, and the filtrate was concentrated in vacuo. The residue was purifie... Reactants: N=C1SC(C(N1)(C(F)(F)F)C(F)(F)F)=C(C(F)(F)F)F (2-imino-4,4-bis(trifluoromethyl)-5-(tetrafluoroethylidene)-1,3-thiazolidine), ClC1=C(C(=O)N=C=O)C=CC=C1 (2-chlorobenzoylisocyanate). Solvent: C1(=CC=CC=C1)C (toluene). Run at time 3 hour. Yields the product FC(C1(N=C(SC1=C(C(F)(F)F)F)NC(=O)NC(C1=C(C=CC=C1)Cl)=O)C(F)(F)F)(F)F (1-[4,4-bis(trifluoromethyl)-5-(tetrafluoroethylidene)-2-thiazolin-2-yl]-3-(2-chlorobenzoyl)urea). As a reaction SMILES: [NH:1]=[C:2]1[NH:6][C:5]([C:11]([F:14])([F:13])[F:12])([C:7]([F:10])([F:9])[F:8])[C:4](=[C:15]([F:20])[C:16]([F:19])([F:18])[F:17])[S:3]1.[Cl:21][C:22]1[CH:32]=[CH:31][CH:30]=[CH:29][C:23]=1[C:24]([N:26]=[C:27]=[O:28])=[O:25]>C1(C)C=CC=CC=1>[F:14][C:11]([F:12])([F:13])[C:5]1([C:7]([F:10])([F:9])[F:8])[C:4](=[C:15]([F:20])[C:16]([F:17])([F:18])[F:19])[S:3][C:2]([NH:1][C:27]([NH:26][C:24](=[O:25])[C:23]2[CH:29]=[CH:30][CH:31]=[CH:32][C:22]=2[Cl:21])=[O:28])=[N:6]1. Procedure details: In toluene (10 ml) was dissolved 2-imino-4,4-bis(trifluoromethyl)-5-(tetrafluoroethylidene)-1,3-thiazolidine (1.0 g), and 2-chlorobenzoylisocyanate (0.4 g) which is a starting compound was added thereto and the mixture was stirred at room temperature for 3 hours. Starting materials: O=C([O-])[O-], CC(C)=O, O=Cc1ccccc1O, C=C(CCl)CCl, [I-], [K+], [K+], [Na+]. Product: C=C(CCl)COc1ccccc1C=O. RXN SMILES: [C:3](=[O:4])([O-:5])[O-:6].[CH3:24][C:25](=[O:26])[CH3:27].[CH:15](=[O:16])[c:17]1[cH:18][cH:19][cH:20][cH:21][c:22]1[OH:23].[Cl:9][CH2:10][C:11](=[CH2:12])[CH2:13][Cl:14].[I-:2].[K+:7].[K+:8].[Na+:1]>>[Cl:9][CH2:10][C:11](=[CH2:12])[CH2:13][O:23][c:22]1[c:17]([CH:15]=[O:16])[cH:18][cH:19][cH:20][cH:21]1. Reactants: BrC1=C(C=CC(=C1)\C=C\C(C(F)(F)F)C1=CC(=C(C(=C1)Cl)Cl)Cl)C=1OC(C(N1)(C)C)=O ((E)-2-(2-Bromo-4-(4,4,4-trifluoro-3-(3,4,5-trichlorophenyl)but-1-en-1-yl)phenyl)-4,4-dimethyloxazol-5(4H)-one), BrC1=C(C(=O)NC(C(=O)O)(C)C)C=CC(=C1)\C=C\C(C(F)(F)F)C1=CC(=C(C(=C1)Cl)Cl)Cl ((E)-2-(2-bromo-4-(4,4,4-trifluoro-3-(3,4,5-trichlorophenyl)but-1-en-1-yl)benzamido)-2-methylpropanoic acid), CCN=C=NCCCN(C)C.Cl (EDC.HCl). Solvent: C(Cl)Cl (CH2Cl2), C(Cl)Cl (CH2Cl2). Reaction conditions: temperature 0 celsius. Yields the product BrC1=C(C(=O)NC(C(=O)NCC(C)(C)C)(C)C)C=CC(=C1)\C=C\C(C(F)(F)F)C1=CC(=C(C(=C1)Cl)Cl)Cl ((E)-2-Bromo-N-(2-methyl-1-(neopentylamino)-1-oxopropan-2-yl)-4-(4,4,4-trifluoro-3-(3,4,5-trichlorophenyl)but-1-en-1-yl)benzamide). Reaction SMILES: [Br:1][C:2]1[CH:7]=[C:6](/[CH:8]=[CH:9]/[CH:10]([C:15]2[CH:20]=[C:19]([Cl:21])[C:18]([Cl:22])=[C:17]([Cl:23])[CH:16]=2)[C:11]([F:14])([F:13])[F:12])[CH:5]=[CH:4][C:3]=1[C:24]1[O:25][C:26](=[O:31])[C:27]([CH3:30])([CH3:29])[N:28]=1.Br[C:33]1C=C(/C=C/C(C2C=C(Cl)C(Cl)=C(Cl)C=2)C(F)(F)F)C=[CH:44][C:34]=1[C:35]([NH:37]C(C)(C)C(O)=O)=O.[CH3:64]CN=C=NCCCN(C)C.Cl>C(Cl)Cl>[Br:1][C:2]1[CH:7]=[C:6](/[CH:8]=[CH:9]/[CH:10]([C:15]2[CH:16]=[C:17]([Cl:23])[C:18]([Cl:22])=[C:19]([Cl:21])[CH:20]=2)[C:11]([F:14])([F:13])[F:12])[CH:5]=[CH:4][C:3]=1[C:24]([NH:28][C:27]([CH3:29])([CH3:30])[C:26]([NH:37][CH2:35][C:34]([CH3:44])([CH3:64])[CH3:33])=[O:31])=[O:25] |f:2.3|. Reported procedure: (E)-2-(2-Bromo-4-(4,4,4-trifluoro-3-(3,4,5-trichlorophenyl)but-1-en-1-yl)phenyl)-4,4-dimethyloxazol-5(4H)-one: A 25 mL round bottomed flask was charged with (E)-2-(2-bromo-4-(4,4,4-trifluoro-3-(3,4,5-trichlorophenyl)but-1-en-1-yl)benzamido)-2-methylpropanoic acid (400 mg, 0.70 mmol), CH2Cl2 (10 mL) and stirred at 0° C. EDC.HCl (134 mg, 0.70 mmol) was added in one portion as a solid and the reaction mixture was allowed to warm toward ambient temperature and continued to stir for 1 h. The reaction... Starting materials: NC1=CC=C(C(=O)OCC)C=C1 (ethyl p-aminobenzoate), BrC1=CC=C(C=C1)OCCBr (2-bromoethyl p-bromophenyl ether), CN(P(=O)(N(C)C)N(C)C)C (hexamethylphosphoramide). The solvent is O (water). Product: BrC1=CC=C(OCCNC2=CC=C(C(=O)OCC)C=C2)C=C1 (Ethyl p-{[2-(p-bromophenoxy)ethyl]amino}benzoate). Reaction SMILES: [NH2:1][C:2]1[CH:12]=[CH:11][C:5]([C:6]([O:8][CH2:9][CH3:10])=[O:7])=[CH:4][CH:3]=1.[Br:13][C:14]1[CH:19]=[CH:18][C:17]([O:20][CH2:21][CH2:22]Br)=[CH:16][CH:15]=1.CN(C)P(N(C)C)(N(C)C)=O>O>[Br:13][C:14]1[CH:19]=[CH:18][C:17]([O:20][CH2:21][CH2:22][NH:1][C:2]2[CH:3]=[CH:4][C:5]([C:6]([O:8][CH2:9][CH3:10])=[O:7])=[CH:11][CH:12]=2)=[CH:16][CH:15]=1. Procedure: A mixture of 26.4 g of ethyl p-aminobenzoate, 22.4 g of 2-bromoethyl p-bromophenyl ether and 80 ml of hexamethylphosphoramide is heated at 100°-110° C. for 20 hours. The mixture is chilled, diluted with 25 ml of water, chilled and filtered. The solid is washed with 100 ml of ethanol-water (1:1), with 25 ml of ethanol and with water to give tan crystals, mp 128°-133° C. Recrystallization from ethanol gives yellow crystals, mp 135.5°-137° C. Starting materials: NC(=O)c1ncccc1Br, COc1ccc(CS)cc1, CS(C)=O, [H-], [Na+], O. Yields the product COc1ccc(CSc2cccnc2C(N)=O)cc1. Reaction SMILES: [Br:13][c:14]1[c:15]([C:20](=[O:21])[NH2:22])[n:16][cH:17][cH:18][cH:19]1.[CH3:1][O:2][c:3]1[cH:4][cH:5][c:6]([CH2:7][SH:8])[cH:9][cH:10]1.[CH3:23][S:24]([CH3:25])=[O:26].[H-:11].[Na+:12].[OH2:27]>>[CH3:1][O:2][c:3]1[cH:4][cH:5][c:6]([CH2:7][S:8][c:14]2[c:15]([C:20](=[O:21])[NH2:22])[n:16][cH:17][cH:18][cH:19]2)[cH:9][cH:10]1. Reactants: COC1=CC=C(CN)C=C1 (4-methoxybenzylamine), C=1C=CC2=C(C1)N=NN2O (HOBt), CCN=C=NCCCN(C)C (WSC), ClC=1C(=C(C=CC1)N(CC(=O)O)S(=O)(=O)C1=CC=C(C=C1)C)C (N-(3-chloro-2-methylphenyl)-N-[(4-methylphenyl)sulfonyl]glycine). Solvent: CN(C)C=O (DMF), O (water). Reaction conditions: time 8 hour. Yields the product ClC=1C(=C(C=CC1)N(CC(=O)NCC1=CC=C(C=C1)OC)S(=O)(=O)C1=CC=C(C=C1)C)C (N2-(3-chloro-2-methylphenyl)-N-(4-methoxybenzyl)-N2-[(4-methylphenyl)sulfonyl] glycinamide). Yield: 93.2%. Reaction SMILES: [Cl:1][C:2]1[C:3]([CH3:23])=[C:4]([N:8]([S:13]([C:16]2[CH:21]=[CH:20][C:19]([CH3:22])=[CH:18][CH:17]=2)(=[O:15])=[O:14])[CH2:9][C:10](O)=[O:11])[CH:5]=[CH:6][CH:7]=1.[CH3:24][O:25][C:26]1[CH:33]=[CH:32][C:29]([CH2:30][NH2:31])=[CH:28][CH:27]=1.C1C=CC2N(O)N=NC=2C=1.CCN=C=NCCCN(C)C>CN(C=O)C.O>[Cl:1][C:2]1[C:3]([CH3:23])=[C:4]([N:8]([S:13]([C:16]2[CH:21]=[CH:20][C:19]([CH3:22])=[CH:18][CH:17]=2)(=[O:15])=[O:14])[CH2:9][C:10]([NH:31][CH2:30][C:29]2[CH:32]=[CH:33][C:26]([O:25][CH3:24])=[CH:27][CH:28]=2)=[O:11])[CH:5]=[CH:6][CH:7]=1. Procedure details: 707 mg of N-(3-chloro-2-methylphenyl)-N-[(4-methylphenyl)sulfonyl]glycine was dissolved in 8.00 mL of DMF, and 302 mg of 4-methoxybenzylamine, 324 mg of HOBt, and 460 mg of WSC were added thereto, followed by stirring at room temperature overnight. To the reaction liquid was added water, followed by extraction with ethyl acetate, and the organic layer was washed with saturated brine, and then dried over anhydrous sodium sulfate. The solvent was evaporated under reduced pressure, and the obtained...